Dataset: the Open Reaction Database (ORD), a public repository of structured organic reaction records. Task: describe an organic reaction: reactants, conditions, products, and yield The reactants are FC=1C=C(C=C(C1)F)C1=NNC(=N1)C (3-(3,5-difluoro-phenyl)-5-methyl-[1,2,4]triazole), [H-].[Na+] (sodium hydride), ClCCC(C)(C)NC(OC(C)(C)C)=O (tert-butyl (3-chloro-1,1-dimethyl-propyl)-carbamate), product 1c. Reagents/catalysts: [I-].C(CCC)[N+](CCCC)(CCCC)CCCC (tetrabutylammonium iodide). Solvent: CN1CCCN(C1=O)C (DMPU). Yields the product FC=1C=C(C=C(C1)F)C1=NN(C(=N1)C)CCC(C)(C)NC(OC(C)(C)C)=O (tert-butyl {3-[3-(3,5-difluoro-phenyl)-5-methyl-[1,2,4]triazol-1-yl]-1,1-dimethyl -propyl}-carbamate). Reaction SMILES: [F:1][C:2]1[CH:3]=[C:4]([C:9]2[N:13]=[C:12]([CH3:14])[NH:11][N:10]=2)[CH:5]=[C:6]([F:8])[CH:7]=1.[H-].[Na+].Cl[CH2:18][CH2:19][C:20]([NH:23][C:24](=[O:30])[O:25][C:26]([CH3:29])([CH3:28])[CH3:27])([CH3:22])[CH3:21]>CN1C(=O)N(C)CCC1.[I-].C([N+](CCCC)(CCCC)CCCC)CCC>[F:8][C:6]1[CH:5]=[C:4]([C:9]2[N:13]=[C:12]([CH3:14])[N:11]([CH2:18][CH2:19][C:20]([NH:23][C:24](=[O:30])[O:25][C:26]([CH3:29])([CH3:28])[CH3:27])([CH3:22])[CH3:21])[N:10]=2)[CH:3]=[C:2]([F:1])[CH:7]=1 |f:1.2,5.6|. Procedure: 3.74 g (19 mmol) 3-(3,5-difluoro-phenyl)-5-methyl-[1,2,4]triazole in 25 mL DMPU are reacted with 0.92 g (23 mmol, 60%) sodium hydride, 6.37 g (29 mmol) tert-butyl (3-chloro-1,1-dimethyl-propyl)-carbamate and 1.27 g (3.5 mmol) tetrabutylammonium iodide analogously to intermediate product 1c). Oil. The reactants are FC=1C=CC(=NC1)N1C=NC=2C=NC=CC21 (1-(5-Fluoropyridin-2-yl)-1H-imidazo[4,5-c]pyridine), BrC1=NC=C(C=C1)F (2-bromo-5-fluoropyridine). Yields the product FC1=CC=C(C=C1)N1C=NC=2C=NC=CC21 (1-(4-Fluorophenyl)-1H-imidazo[4,5-c]pyridine). Reaction SMILES: [F:1][C:2]1[CH:3]=[CH:4][C:5]([N:8]2[C:16]3[CH:15]=[CH:14][N:13]=[CH:12][C:11]=3[N:10]=[CH:9]2)=N[CH:7]=1.Br[C:18]1C=CC(F)=CN=1>>[F:1][C:2]1[CH:3]=[CH:4][C:5]([N:8]2[C:16]3[CH:15]=[CH:14][N:13]=[CH:12][C:11]=3[N:10]=[CH:9]2)=[CH:18][CH:7]=1. Reported procedure: Intermediate 7 was prepared in a manner analogous to Intermediate 1, substituting 1-bromo-4-fluorobenzene for 2-bromo-5-fluoropyridine. MS (ESI): mass calculated for C12H8FN3, 213.07; m/z found 214.1 [M+H]+.